Dataset: the Open Reaction Database (ORD), a public repository of structured organic reaction records. Task: describe an organic reaction: reactants, conditions, products, and yield Starting materials: COC(=O)c1ccc(C=CCBr)cc1-c1ccc(F)cc1, c1ccc(Cn2ccnc2)cc1, COC(=O)c1ccc(C=CCc2nccn2C)cc1-c1ccc(F)cc1. The product is COC(=O)c1ccc(C=CCc2nccn2Cc2ccccc2)cc1-c1ccc(F)cc1. Reaction SMILES: [Br:1][CH2:2][CH:3]=[CH:4][c:5]1[cH:6][c:7](-[c:15]2[cH:16][cH:17][c:18]([F:21])[cH:19][cH:20]2)[c:8]([C:9](=[O:10])[O:11][CH3:12])[cH:13][cH:14]1.[CH2:48]([c:49]1[cH:50][cH:51][cH:52][cH:53][cH:54]1)[n:55]1[cH:56][n:57][cH:58][cH:59]1.[CH3:22][n:23]1[cH:24][cH:25][n:26][c:27]1[CH2:28][CH:29]=[CH:30][c:31]1[cH:32][cH:33][c:34]([C:35]([O:36][CH3:37])=[O:38])[c:39](-[c:40]2[cH:41][cH:42][c:43]([F:44])[cH:45][cH:46]2)[cH:47]1>>[CH2:2]([CH:3]=[CH:4][c:5]1[cH:6][c:7](-[c:15]2[cH:16][cH:17][c:18]([F:21])[cH:19][cH:20]2)[c:8]([C:9](=[O:10])[O:11][CH3:12])[cH:13][cH:14]1)[c:56]1[n:55]([CH2:48][c:49]2[cH:50][cH:51][cH:52][cH:53][cH:54]2)[cH:59][cH:58][n:57]1. The reactants are BrCC1=CC=C(C=C1)CC(=O)N1CC2=CC(=CC=C2CC1)C1=CC=C(C=C1)C (2-(4-bromomethylphenylacetyl)-7-(4-methylphenyl)-1,2,3,4-tetrahydroisoquinoline), C(C)N1CCCCC1 (1-ethylpiperidine). Run in CN(C=O)C (dimethylformamide). Yields the product [Br-].C(C)[N+]1(CCCCC1)CC1=CC=C(C=C1)CC(=O)N1CC2=CC(=CC=C2CC1)C1=CC=C(C=C1)C (1-ethyl-1-(4-((7-(4-methylphenyl)-1,2,3,4-tetrahydroisoquinolin-2-yl)carbonylmethyl)benzyl)piperidinium bromide). As a reaction SMILES: [Br:1][CH2:2][C:3]1[CH:8]=[CH:7][C:6]([CH2:9][C:10]([N:12]2[CH2:21][CH2:20][C:19]3[C:14](=[CH:15][C:16]([C:22]4[CH:27]=[CH:26][C:25]([CH3:28])=[CH:24][CH:23]=4)=[CH:17][CH:18]=3)[CH2:13]2)=[O:11])=[CH:5][CH:4]=1.[CH2:29]([N:31]1[CH2:36][CH2:35][CH2:34][CH2:33][CH2:32]1)[CH3:30]>CN(C)C=O>[Br-:1].[CH2:29]([N+:31]1([CH2:2][C:3]2[CH:8]=[CH:7][C:6]([CH2:9][C:10]([N:12]3[CH2:21][CH2:20][C:19]4[C:14](=[CH:15][C:16]([C:22]5[CH:27]=[CH:26][C:25]([CH3:28])=[CH:24][CH:23]=5)=[CH:17][CH:18]=4)[CH2:13]3)=[O:11])=[CH:5][CH:4]=2)[CH2:36][CH2:35][CH2:34][CH2:33][CH2:32]1)[CH3:30] |f:3.4|. Procedure details: A solution of 2-(4-bromomethylphenylacetyl)-7-(4-methylphenyl)-1,2,3,4-tetrahydroisoquinoline (0.2 g) and 1-ethylpiperidine (0.19 ml) in dimethylformamide (5 ml) was stirred overnight at room temperature under a nitrogen atmosphere. The reaction mixture was evaporated to remove the solvent and was mixed with ethyl acetate, and the precipitate was collected by filtration. The precipitate was dissolved in ethanol, and the solvent was evaporated to obtain 1-ethyl-1-(4-((7-(4-methylphenyl)-1,2,3,4-t... Reactants: [OH-].[K+] (potassium hydroxide), C(C1=CC=CC=C1)C1CCN(CC1)C1=C(C(=NC(=C1C1=CC=C(C=C1)OCCC1=CC=C(C=C1)F)C)C)[C@@H](C(=O)OC(C)C)OC(C)(C)C ((S)-isopropyl 2-(4-(4-benzylpiperidin-1-yl)-5-(4-(4-fluorophenethoxy)phenyl)-2,6-dimethylpyridin-3-yl)-2-(tert-butoxy)acetate), Cl (HCl). Solvent: C(C)O (ethanol). Reaction conditions: temperature 90 celsius, time 12 hour. Yields the product C(C1=CC=CC=C1)C1CCN(CC1)C1=C(C(=NC(=C1C1=CC=C(C=C1)OCCC1=CC=C(C=C1)F)C)C)[C@@H](C(=O)O)OC(C)(C)C ((S)-2-(4-(4-benzylpiperidin-1-yl)-5-(4-(4-fluorophenethoxy)phenyl)-2,6-dimethylpyridin-3-yl)-2-(tert-butoxy)acetic acid). The yield is 25.3%. As a reaction SMILES: [OH-].[K+].[CH2:3]([CH:10]1[CH2:15][CH2:14][N:13]([C:16]2[C:21]([C:22]3[CH:27]=[CH:26][C:25]([O:28][CH2:29][CH2:30][C:31]4[CH:36]=[CH:35][C:34]([F:37])=[CH:33][CH:32]=4)=[CH:24][CH:23]=3)=[C:20]([CH3:38])[N:19]=[C:18]([CH3:39])[C:17]=2[C@H:40]([O:47][C:48]([CH3:51])([CH3:50])[CH3:49])[C:41]([O:43]C(C)C)=[O:42])[CH2:12][CH2:11]1)[C:4]1[CH:9]=[CH:8][CH:7]=[CH:6][CH:5]=1.Cl>C(O)C>[CH2:3]([CH:10]1[CH2:11][CH2:12][N:13]([C:16]2[C:21]([C:22]3[CH:27]=[CH:26][C:25]([O:28][CH2:29][CH2:30][C:31]4[CH:36]=[CH:35][C:34]([F:37])=[CH:33][CH:32]=4)=[CH:24][CH:23]=3)=[C:20]([CH3:38])[N:19]=[C:18]([CH3:39])[C:17]=2[C@H:40]([O:47][C:48]([CH3:51])([CH3:50])[CH3:49])[C:41]([OH:43])=[O:42])[CH2:14][CH2:15]1)[C:4]1[CH:9]=[CH:8][CH:7]=[CH:6][CH:5]=1 |f:0.1|. Procedure details: The potassium hydroxide (86 mg, 1.54 mmol) was added to a station (S)-isopropyl 2-(4-(4-benzylpiperidin-1-yl)-5-(4-(4-fluorophenethoxy)phenyl)-2,6-dimethylpyridin-3-yl)-2-(tert-butoxy)acetate (102 mg, 0.154 mmol) in ethanol (3 mL) and stirred for 12 h at 90° C. The reaction mixture was neutralized with 1N HCl solution, extracted with EtOAc, and the organic layer was washed with brine, and dried (MgSO4). The crude material was purified by prep HPLC to give (S)-2-(4-(4-benzylpiperidin-1-yl)-5-(4-(...